From a dataset of the Open Reaction Database (ORD), a public repository of structured organic reaction records. describe an organic reaction: reactants, conditions, products, and yield Starting materials: C(C1=CC=CC=C1)OC=1C=CC(=C(C1)CC(=O)O)[N+](=O)[O-] (5-benzyloxy-2-nitrophenylacetic acid), CC(C)O (2-propanol), Cl.C(C)N=C=NCCCN(C)C (1-ethyl-3-(3-dimethylaminopropyl)carbodiimide hydrochloride). Reagents/catalysts: CN(C1=CC=NC=C1)C (4-dimethylaminopyridine). The solvent is C(Cl)Cl (methylene chloride). Reaction conditions: time 1 hour. The product is C(C1=CC=CC=C1)OC=1C=CC(=C(C1)CC(=O)OC(C)C)[N+](=O)[O-] (Isopropyl 5-benzyloxy-2-nitrophenylacetate). Reaction SMILES: [CH2:1]([O:8][C:9]1[CH:10]=[CH:11][C:12]([N+:19]([O-:21])=[O:20])=[C:13]([CH2:15][C:16]([OH:18])=[O:17])[CH:14]=1)[C:2]1[CH:7]=[CH:6][CH:5]=[CH:4][CH:3]=1.[CH3:22][CH:23](O)[CH3:24].Cl.C(N=C=NCCCN(C)C)C>C(Cl)Cl.CN(C)C1C=CN=CC=1>[CH2:1]([O:8][C:9]1[CH:10]=[CH:11][C:12]([N+:19]([O-:21])=[O:20])=[C:13]([CH2:15][C:16]([O:18][CH:23]([CH3:24])[CH3:22])=[O:17])[CH:14]=1)[C:2]1[CH:3]=[CH:4][CH:5]=[CH:6][CH:7]=1 |f:2.3|. Procedure details: To a solution of 5-benzyloxy-2-nitrophenylacetic acid (25.1 g) in methylene chloride (250 ml) were added in turn 2-propanol (27 ml), 4-dimethylaminopyridine (1.07 and 1-ethyl-3-(3-dimethylaminopropyl)carbodiimide hydrochloride (18.4 g) and the resulting mixture was stirred at room temperature for one hour and then allowed to stand overnight. After the solvent was distilled off under reduced pressure, the resulting residue was diluted with ethyl acetate, washed subsequently with 1N hydrochloric a... The reactants are C([O-])(O)=O.[Na+] (sodium bicarbonate), C(C)(C)(C)OC(NC(C)(C)C1=C(C=CC(=C1)[N+](=O)[O-])OCC1=CC=CC=C1)=O (N-(1-(2-benzyloxy-5-nitrophenyl)-1-methylethyl)carbamic acid t-butyl ester), [BH4-].[Na+] (sodium borohydride), Cl (HCl). The reagents and catalysts are O.O.O.O.O.O.[Ni](Cl)Cl (nickel (II) chloride hexahydrate). Run in C(Cl)(Cl)Cl (chloroform), CO (methanol). Conditions: time 10 minute. Product: C(C)(C)(C)OC(NC(C)(C)C1=C(C=CC(=C1)N)OCC1=CC=CC=C1)=O (N-(1-(5-amino-2-benzyloxyphenyl)-1-methylethyl)carbamic acid t-butyl ester). The yield is 94.3%. Reaction SMILES: [C:1]([O:5][C:6](=[O:28])[NH:7][C:8]([C:11]1[CH:16]=[C:15]([N+:17]([O-])=O)[CH:14]=[CH:13][C:12]=1[O:20][CH2:21][C:22]1[CH:27]=[CH:26][CH:25]=[CH:24][CH:23]=1)([CH3:10])[CH3:9])([CH3:4])([CH3:3])[CH3:2].[BH4-].[Na+].Cl.C(=O)(O)[O-].[Na+]>O.O.O.O.O.O.[Ni](Cl)Cl.C(Cl)(Cl)Cl.CO>[C:1]([O:5][C:6](=[O:28])[NH:7][C:8]([C:11]1[CH:16]=[C:15]([NH2:17])[CH:14]=[CH:13][C:12]=1[O:20][CH2:21][C:22]1[CH:23]=[CH:24][CH:25]=[CH:26][CH:27]=1)([CH3:10])[CH3:9])([CH3:2])([CH3:3])[CH3:4] |f:1.2,4.5,6.7.8.9.10.11.12|. Procedure: To a mixture of the compound (100 mg) obtained in Example 565, nickel (II) chloride hexahydrate (123 mg) and methanol (6 ml), sodium borohydride (39 mg) was added. The reaction mixture was stirred at room temperature for 10 min; then, 2 N HCl was added and a saturated aqueous sodium bicarbonate solution and chloroform were also added. The organic layer was washed with a saturated aqueous sodium chloride solution, dried with anhydrous sodium sulfate and the solvent was distilled off under reduced... Reactants: Cl (HCl), C(CCC)C=1N=NC(=CC1C1=CC=C(C=C1)O)OC1CCN(CC1)C (4-[3-butyl-6-(1-methyl-piperidin-4-yloxy)-pyridazin-4-yl]-phenol), BrCC=1N=NC=CC1 (3-bromomethyl-pyridazine), C([O-])([O-])=O.[K+].[K+] (potassium carbonate). Run in CCOCC (ether), CN(C)C=O (DMF), C(Cl)Cl (DCM), O.CCOC(=O)C (water EtOAc). Reaction conditions: temperature 80 celsius, time 10 minute. The product is Cl.Cl.Cl.C(CCC)C=1N=NC(=CC1C1=CC=C(C=C1)OCC=1N=NC=CC1)OC1CCN(CC1)C (3-butyl-6-(1-methyl-piperidin-4-yloxy)-4-[4-(pyridazin-3-ylmethoxy)-phenyl]-pyridazine trihydrochloride). RXN SMILES: [CH2:1]([C:5]1[N:6]=[N:7][C:8]([O:18][CH:19]2[CH2:24][CH2:23][N:22]([CH3:25])[CH2:21][CH2:20]2)=[CH:9][C:10]=1[C:11]1[CH:16]=[CH:15][C:14]([OH:17])=[CH:13][CH:12]=1)[CH2:2][CH2:3][CH3:4].Br[CH2:27][C:28]1[N:29]=[N:30][CH:31]=[CH:32][CH:33]=1.C(=O)([O-])[O-].[K+].[K+].[ClH:40]>CN(C=O)C.O.CCOC(C)=O.C(Cl)Cl.CCOCC>[ClH:40].[ClH:40].[ClH:40].[CH2:1]([C:5]1[N:6]=[N:7][C:8]([O:18][CH:19]2[CH2:20][CH2:21][N:22]([CH3:25])[CH2:23][CH2:24]2)=[CH:9][C:10]=1[C:11]1[CH:12]=[CH:13][C:14]([O:17][CH2:27][C:28]2[N:29]=[N:30][CH:31]=[CH:32][CH:33]=2)=[CH:15][CH:16]=1)[CH2:2][CH2:3][CH3:4] |f:2.3.4,7.8,11.12.13.14|. Procedure details: To a solution of 4-[3-butyl-6-(1-methyl-piperidin-4-yloxy)-pyridazin-4-yl]-phenol (Example 19) (0.2 mmol, 69 mg) in dry DMF (1 mL) was added 3-bromomethyl-pyridazine (0.4 mmol, 70 mg), and potassium carbonate (0.4 mmol, 56 mg). And the mixture was stirred at 80° C. over night. It was then diluted with water/EtOAc. The organic layers were combined, dried, and condensed in vacuo and the residue was purified by silica gel chromatography (DCM to DCM+10% MeOH) to give a colorless sticky solid, which ... Starting materials: CCC(CO[Si](c1ccccc1)(c1ccccc1)C(C)(C)C)N1C(=O)C(O)CC(c2cccc(Cl)c2)C1c1ccc(Cl)cc1, C1CCOC1, [H-], CI, [Na+]. Yields the product CCC(CO[Si](c1ccccc1)(c1ccccc1)C(C)(C)C)N1C(=O)C(OC)CC(c2cccc(Cl)c2)C1c1ccc(Cl)cc1. Reaction SMILES: [C:1]([CH3:2])([CH3:3])([CH3:4])[Si:5]([O:6][CH2:7][CH:8]([CH2:9][CH3:10])[N:11]1[C:12](=[O:32])[CH:13]([OH:31])[CH2:14][CH:15]([c:24]2[cH:25][c:26]([Cl:30])[cH:27][cH:28][cH:29]2)[CH:16]1[c:17]1[cH:18][cH:19][c:20]([Cl:23])[cH:21][cH:22]1)([c:33]1[cH:34][cH:35][cH:36][cH:37][cH:38]1)[c:39]1[cH:40][cH:41][cH:42][cH:43][cH:44]1.[CH2:49]1[O:50][CH2:51][CH2:52][CH2:53]1.[H-:45].[I:47][CH3:48].[Na+:46]>>[C:1]([CH3:2])([CH3:3])([CH3:4])[Si:5]([O:6][CH2:7][CH:8]([CH2:9][CH3:10])[N:11]1[C:12](=[O:32])[CH:13]([O:31][CH3:48])[CH2:14][CH:15]([c:24]2[cH:25][c:26]([Cl:30])[cH:27][cH:28][cH:29]2)[CH:16]1[c:17]1[cH:18][cH:19][c:20]([Cl:23])[cH:21][cH:22]1)([c:33]1[cH:34][cH:35][cH:36][cH:37][cH:38]1)[c:39]1[cH:40][cH:41][cH:42][cH:43][cH:44]1. Starting materials: ClC(c1ccccc1)(c1ccccc1)c1ccccc1, OCC=CCO, CN(C)c1ccncc1, ClCCl, O. The product is OCC=CCOC(c1ccccc1)(c1ccccc1)c1ccccc1. Reaction SMILES: [C:1]([c:2]1[cH:3][cH:4][cH:5][cH:6][cH:7]1)([c:8]1[cH:9][cH:10][cH:11][cH:12][cH:13]1)([c:14]1[cH:15][cH:16][cH:17][cH:18][cH:19]1)[Cl:20].[CH2:21]([CH:22]=[CH:23][CH2:24][OH:25])[OH:26].[CH3:28][N:29]([c:30]1[cH:31][cH:32][n:33][cH:34][cH:35]1)[CH3:36].[Cl:37][CH2:38][Cl:39].[OH2:27]>>[C:1]([c:2]1[cH:3][cH:4][cH:5][cH:6][cH:7]1)([c:8]1[cH:9][cH:10][cH:11][cH:12][cH:13]1)([c:14]1[cH:15][cH:16][cH:17][cH:18][cH:19]1)[O:25][CH2:24][CH:23]=[CH:22][CH2:21][OH:26]. Reactants: ClCCCC(C1=CC=C(C=C1)F)C1=CC=C(C=C1)F (1-chloro-4,4-bis(4-fluorophenyl)-butane), ClC=1C=CC2=C(N(C(N2)=O)C2CCNCC2)C1 (6-chloro-1,3-dihydro-1-(4-piperidinyl)- 2H-benzimidazol-2-one), C([O-])([O-])=O.[Na+].[Na+] (sodium carbonate), [I-].[K+] (potassium iodide). Solvent: O (water), O (water), CC(CC(C)=O)C (4-methyl-2-pentanone). Reaction conditions: time 20 hour. Product: CC(C)[O-].ClC=1C=CC2=C(N(C(N2)=O)C2CCN(CC2)CCCC(C2=CC=C(C=C2)F)C2=CC=C(C=C2)F)C1 (6-chloro-1{1-[4,4-bis(4-fluorophenyl)butyl]-4-piperidinyl}-1,3-dihydro-2H-benzimidazol-2-one 2-propanolate). Reaction SMILES: [Cl:1][C:2]1[CH:3]=[CH:4][C:5]2[NH:9][C:8](=[O:10])[N:7]([CH:11]3[CH2:16][CH2:15][NH:14][CH2:13][CH2:12]3)[C:6]=2[CH:17]=1.C(=O)([O-])[O-:19].[Na+].[Na+].[I-].[K+].Cl[CH2:27][CH2:28][CH2:29][CH:30]([C:38]1[CH:43]=[CH:42][C:41]([F:44])=[CH:40][CH:39]=1)[C:31]1[CH:36]=[CH:35][C:34]([F:37])=[CH:33][CH:32]=1>O.CC(C)CC(=O)C>[CH3:2][CH:17]([O-:19])[CH3:6].[Cl:1][C:2]1[CH:3]=[CH:4][C:5]2[NH:9][C:8](=[O:10])[N:7]([CH:11]3[CH2:12][CH2:13][N:14]([CH2:27][CH2:28][CH2:29][CH:30]([C:31]4[CH:32]=[CH:33][C:34]([F:37])=[CH:35][CH:36]=4)[C:38]4[CH:43]=[CH:42][C:41]([F:44])=[CH:40][CH:39]=4)[CH2:15][CH2:16]3)[C:6]=2[CH:17]=1 |f:1.2.3,4.5,9.10|. Procedure details: A mixture of 5 parts of 6-chloro-1,3-dihydro-1-(4-piperidinyl)- 2H-benzimidazol-2-one, 6.4 parts of sodium carbonate, 0.2 parts of potassium iodide and 200 parts of 4-methyl-2-pentanone is stirred and refluxed for 30 minutes with water-separator. After cooling for awhile, there are added 7 parts of 1-chloro-4,4-bis(4-fluorophenyl)-butane and stirring at reflux is continued for 20 hours. The reaction mixture is cooled, water is added and the layers are separated. The organic layer is dried, filte... Starting materials: CCO, CC(C)Oc1cc(-n2c(Cl)nc(C(F)(F)F)cc2=O)c(F)cc1Cl. Yields the product CCOc1nc(C(F)(F)F)cc(=O)n1-c1cc(OC(C)C)c(Cl)cc1F. RXN SMILES: [CH3:25][CH2:26][OH:27].[Cl:1][c:2]1[n:3](-[c:13]2[c:14]([F:24])[cH:15][c:16]([Cl:23])[c:17]([O:19][CH:20]([CH3:21])[CH3:22])[cH:18]2)[c:4](=[O:12])[cH:5][c:6]([C:8]([F:9])([F:10])[F:11])[n:7]1>>[c:2]1([O:27][CH2:26][CH3:25])[n:3](-[c:13]2[c:14]([F:24])[cH:15][c:16]([Cl:23])[c:17]([O:19][CH:20]([CH3:21])[CH3:22])[cH:18]2)[c:4](=[O:12])[cH:5][c:6]([C:8]([F:9])([F:10])[F:11])[n:7]1. The reactants are Cc1cc(C(=O)Nc2cccc(C(=O)c3ccc4c(c3)NC(=O)C4=CNc3ccc(CNC(=O)OC(C)(C)C)cc3)c2)n(C)n1, ClCCl, O=C(O)C(F)(F)F. Product: Cc1cc(C(=O)Nc2cccc(C(=O)c3ccc4c(c3)NC(=O)C4=CNc3ccc(CN)cc3)c2)n(C)n1. As a reaction SMILES: [C:1]([O:2][C:3](=[O:4])[NH:7][CH2:8][c:9]1[cH:10][cH:11][c:12]([NH:15][CH:16]=[C:17]2[C:18](=[O:44])[NH:19][c:20]3[cH:21][c:22]([C:26]([c:27]4[cH:28][c:29]([NH:33][C:34](=[O:35])[c:36]5[n:37]([CH3:42])[n:38][c:39]([CH3:41])[cH:40]5)[cH:30][cH:31][cH:32]4)=[O:43])[cH:23][cH:24][c:25]32)[cH:13][cH:14]1)([CH3:5])([CH3:6])[CH3:45].[Cl:53][CH2:54][Cl:55].[F:46][C:47]([F:48])([F:49])[C:50]([OH:51])=[O:52]>>[NH2:7][CH2:8][c:9]1[cH:10][cH:11][c:12]([NH:15][CH:16]=[C:17]2[C:18](=[O:44])[NH:19][c:20]3[cH:21][c:22]([C:26]([c:27]4[cH:28][c:29]([NH:33][C:34](=[O:35])[c:36]5[n:37]([CH3:42])[n:38][c:39]([CH3:41])[cH:40]5)[cH:30][cH:31][cH:32]4)=[O:43])[cH:23][cH:24][c:25]32)[cH:13][cH:14]1. Starting materials: C(C)(=O)O (acetic acid), C(=O)C=1NC=2CCCCC2C1CCC(=O)O (3-(2-formyl-4,5,6,7-tetrahydro-1H-indol-3-yl)-propionic acid), CC=1C=C2CC(NC2=CC1)=O (5-methyl-2-oxindole), N1CCCCC1 (piperidine). The solvent is C(C)O (ethanol). Yields the product CC=1C=C2C(C(NC2=CC1)=O)=CC=1NC=2CCCCC2C1CCC(=O)O (3-[2-(5-methyl-2-oxo-1,2-dihydroindol-3-ylidenemethyl)-4,5,6,7-tetrahydro-1H-indol-3-yl]-propionic acid). The yield is 81.4%. As a reaction SMILES: [CH:1]([C:3]1[NH:4][C:5]2[CH2:6][CH2:7][CH2:8][CH2:9][C:10]=2[C:11]=1[CH2:12][CH2:13][C:14]([OH:16])=[O:15])=O.[CH3:17][C:18]1[CH:19]=[C:20]2[C:24](=[CH:25][CH:26]=1)[NH:23][C:22](=[O:27])[CH2:21]2.N1CCCCC1.C(O)(=O)C>C(O)C>[CH3:17][C:18]1[CH:19]=[C:20]2[C:24](=[CH:25][CH:26]=1)[NH:23][C:22](=[O:27])[C:21]2=[CH:1][C:3]1[NH:4][C:5]2[CH2:6][CH2:7][CH2:8][CH2:9][C:10]=2[C:11]=1[CH2:12][CH2:13][C:14]([OH:16])=[O:15]. Reported procedure: A mixture of 3-(2-formyl-4,5,6,7-tetrahydro-1H-indol-3-yl)-propionic acid (5.4 g), 3.2 g of 5-methyl-2-oxindole and 2.7 g of piperidine in 25 mL of ethanol was refluxed for 4 hours. Upon addition of acetic acid (8 mL), a precipitate formed. The mixture was refluxed for 5 minutes and cooled to ambient temperature. The precipitate was collected by vacuum filtration and washed with 20 mL of ethanol. The solids were slurry-washed with 30 mL of refluxing ethanol, cooled, collected by vacuum filtratio... Reactants: CC(=O)OCCn1ccc2c(NC(=O)Cc3ccc(F)c(C(F)(F)F)c3)c(Cl)ccc2c1=O, O=C([O-])[O-], CO, [K+], [K+], O. Yields the product O=C(Cc1ccc(F)c(C(F)(F)F)c1)Nc1c(Cl)ccc2c(=O)n(CCO)ccc12. Reaction SMILES: [C:1](=[O:2])([CH3:3])[O:4][CH2:5][CH2:6][n:7]1[c:8](=[O:33])[c:9]2[cH:10][cH:11][c:12]([Cl:32])[c:13]([NH:17][C:18]([CH2:19][c:20]3[cH:21][c:22]([C:27]([F:28])([F:29])[F:30])[c:23]([F:26])[cH:24][cH:25]3)=[O:31])[c:14]2[cH:15][cH:16]1.[C:34](=[O:35])([O-:36])[O-:37].[CH3:40][OH:41].[K+:38].[K+:39].[OH2:42]>>[OH:4][CH2:5][CH2:6][n:7]1[c:8](=[O:33])[c:9]2[cH:10][cH:11][c:12]([Cl:32])[c:13]([NH:17][C:18]([CH2:19][c:20]3[cH:21][c:22]([C:27]([F:28])([F:29])[F:30])[c:23]([F:26])[cH:24][cH:25]3)=[O:31])[c:14]2[cH:15][cH:16]1.